The task is: describe an organic reaction: reactants, conditions, products, and yield. This data is from the Open Reaction Database (ORD), a public repository of structured organic reaction records. Starting materials: Brc1cccnc1, CC(C)(C)[Si](C)(C)Oc1cccc(C=O)c1, [Li]CCCC, CCOCC, c1ccncc1. RXN SMILES: [Br:1][c:2]1[cH:3][n:4][cH:5][cH:6][cH:7]1.[C:8]([CH3:9])([CH3:10])([CH3:11])[Si:12]([O:13][c:14]1[cH:15][c:16]([CH:17]=[O:18])[cH:19][cH:20][cH:21]1)([CH3:22])[CH3:23].[CH2:24]([Li:25])[CH2:26][CH2:27][CH3:28].[CH3:35][CH2:36][O:37][CH2:38][CH3:39].[cH:29]1[cH:30][cH:31][n:32][cH:33][cH:34]1>>[c:2]1([CH:17]([c:16]2[cH:15][c:14]([O:13][Si:12]([C:8]([CH3:9])([CH3:10])[CH3:11])([CH3:22])[CH3:23])[cH:21][cH:20][cH:19]2)[OH:18])[cH:3][n:4][cH:5][cH:6][cH:7]1. Product: CC(C)(C)[Si](C)(C)Oc1cccc(C(O)c2cccnc2)c1.